This data is from the Open Reaction Database (ORD), a public repository of structured organic reaction records. The task is: describe an organic reaction: reactants, conditions, products, and yield The reactants are CS(=O)(=O)Cl, CN(C)c1ccncc1, Cn1cc(C(=O)NCc2ccc(Cl)cc2)c(=O)c2cc(CO)ccc21, CN(C)C=O, Cc1cc(C)nc(C)c1. Yields the product Cn1cc(C(=O)NCc2ccc(Cl)cc2)c(=O)c2cc(CCl)ccc21. Reaction SMILES: [CH3:35][S:36]([Cl:37])(=[O:38])=[O:39].[CH3:40][N:41]([c:42]1[cH:43][cH:44][n:45][cH:46][cH:47]1)[CH3:48].[Cl:1][c:2]1[cH:3][cH:4][c:5]([CH2:6][NH:7][C:8](=[O:9])[c:10]2[cH:11][n:12]([CH3:23])[c:13]3[cH:14][cH:15][c:16]([CH2:21][OH:22])[cH:17][c:18]3[c:19]2=[O:20])[cH:24][cH:25]1.[O:49]=[CH:50][N:51]([CH3:52])[CH3:53].[n:26]1[c:27]([CH3:28])[cH:29][c:30]([CH3:31])[cH:32][c:33]1[CH3:34]>>[Cl:1][c:2]1[cH:3][cH:4][c:5]([CH2:6][NH:7][C:8](=[O:9])[c:10]2[cH:11][n:12]([CH3:23])[c:13]3[cH:14][cH:15][c:16]([CH2:21][Cl:37])[cH:17][c:18]3[c:19]2=[O:20])[cH:24][cH:25]1. Run in O (water), O1CCCC1.O (tetrahydrofuran water). The yield is 57.0%. Conditions: time 5 minute. Yields the product C(CCCCCCCCCCCCCCC)OCC(OCCCCCCCCCCCCCCCC)COCC=O (1,2-Di-O-(n-hexadecyl)-3-O-formylmethyl-glycerol). Starting materials: C(CCCCCCCCCCCCCCC)OCC(OCCCCCCCCCCCCCCCC)COCC=C (1,2-di-O-(n-hexadecyl)-3-O-allyl-glycerol), I(=O)(=O)(=O)[O-].[Na+] (Sodium periodate). RXN SMILES: [CH2:1]([O:17][CH2:18][CH:19]([CH2:37][O:38][CH2:39][CH:40]=C)[O:20][CH2:21][CH2:22][CH2:23][CH2:24][CH2:25][CH2:26][CH2:27][CH2:28][CH2:29][CH2:30][CH2:31][CH2:32][CH2:33][CH2:34][CH2:35][CH3:36])[CH2:2][CH2:3][CH2:4][CH2:5][CH2:6][CH2:7][CH2:8][CH2:9][CH2:10][CH2:11][CH2:12][CH2:13][CH2:14][CH2:15][CH3:16].I([O-])(=O)(=O)=[O:43].[Na+]>O1CCCC1.O.O.[Os](=O)(=O)(=O)=O>[CH2:1]([O:17][CH2:18][CH:19]([CH2:37][O:38][CH2:39][CH:40]=[O:43])[O:20][CH2:21][CH2:22][CH2:23][CH2:24][CH2:25][CH2:26][CH2:27][CH2:28][CH2:29][CH2:30][CH2:31][CH2:32][CH2:33][CH2:34][CH2:35][CH3:36])[CH2:2][CH2:3][CH2:4][CH2:5][CH2:6][CH2:7][CH2:8][CH2:9][CH2:10][CH2:11][CH2:12][CH2:13][CH2:14][CH2:15][CH3:16] |f:1.2,3.4|. Reagents/catalysts: [Os](=O)(=O)(=O)=O (Osmium tetroxide). Procedure: Osmium tetroxide (90 mg., 0.354 mmoles) was added to a solution of 1,2-di-O-(n-hexadecyl)-3-O-allyl-glycerol (4.5 g., 7.75 mmoles) in tetrahydrofuran:water (3:1, 120 ml.), and the resulting solution stirred for 5 minutes at room temperature. Sodium periodate (9 g., 42 mmoles) was then added and the reaction solution stirred for 16 hours at room temperature under nitrogen. The reaction solution was then diluted with water (150 ml.) and extracted with ether (2×150 ml.). The combined ether extract ... Reactants: FC(C(=O)OCC)F (Ethyl difluoroacetate), Cl (HCl), C[O-].[Na+] (sodium methoxide), C(C)(=O)C=1SC(=CC1)Br (2-acetyl-5-bromothiophene). The solvent is CCOCC (ether), C1CCOC1 (THF). Yields the product FC(C(CC(=O)C=1SC(=CC1)Br)=O)F (4,4-difluoro-1-[5-bromo-2-thienyl]-butane-1,3-dione). Yield: 73.3%. As a reaction SMILES: [F:1][CH:2]([F:8])[C:3]([O:5]CC)=O.C[O-].[Na+].[C:12]([C:15]1[S:16][C:17]([Br:20])=[CH:18][CH:19]=1)(=[O:14])[CH3:13].Cl>CCOCC.C1COCC1>[F:8][CH:2]([F:1])[C:3](=[O:5])[CH2:13][C:12]([C:15]1[S:16][C:17]([Br:20])=[CH:18][CH:19]=1)=[O:14] |f:1.2|. Procedure details: Ethyl difluoroacetate (2.43 g, 19.6 mmol) was placed in a 100 mL round bottom flask, and dissolved in ether (15 mL). To the stirred solution was added 25 weight % sodium methoxide (4.23 g, 19.5 mmol) followed by 2-acetyl-5-bromothiophene (3.59 g, 17.5 mmol). After two hours a precipitate formed and THF (15 mL) was added to allow stirring to continue. The reaction was stirred at room temperature 6.2 hours, then treated with 3N HCl (20 mL). The organic layer was collected and washed with brine, dr... Starting materials: N1=CC=CC=C1 (pyridine), OC=1C(=C(C(=O)OC)C=CC1S(=O)(=O)C)C (methyl 3-hydroxy-4-methanesulfonyl-2-methyl-benzoate), FC(S(=O)(=O)O)(F)F (trifluoromethanesulfonic acid). Run in C(Cl)Cl (methylene chloride). Reaction conditions: temperature 0 celsius, time 1 hour. Yields the product CS(=O)(=O)C1=C(C(=C(C(=O)OC)C=C1)C)OS(=O)(=O)C(F)(F)F (methyl 4-methanesulfonyl-2-methyl-3-(trifluoromethanesulfonyl)oxybenzoate). The yield is 99.6%. RXN SMILES: [OH:1][C:2]1[C:3]([CH3:16])=[C:4]([CH:9]=[CH:10][C:11]=1[S:12]([CH3:15])(=[O:14])=[O:13])[C:5]([O:7][CH3:8])=[O:6].N1C=CC=CC=1.[F:23][C:24]([F:30])([F:29])[S:25](O)(=[O:27])=[O:26]>C(Cl)Cl>[CH3:15][S:12]([C:11]1[CH:10]=[CH:9][C:4]([C:5]([O:7][CH3:8])=[O:6])=[C:3]([CH3:16])[C:2]=1[O:1][S:25]([C:24]([F:30])([F:29])[F:23])(=[O:27])=[O:26])(=[O:14])=[O:13]. Procedure details: 8.8 g (0.036 mol) of methyl 3-hydroxy-4-methanesulfonyl-2-methyl-benzoate was dissolved in 100 ml of methylene chloride, and 8.3 g (0.11 mol) of pyridine was added. After the solution was cooled to 0° C., 12.2 g (0.043 mol) of anhydrous trifluoromethanesulfonic acid was added. After stirring at room temperature for 1 hour, the reaction mixture was washed with 1N hydrochloric acid and subsequently with saturated sodium chloride solution, and then dried over anhydrous magnesium sulfate. The solven... Starting materials: [BH4-], CCO, Fc1ccc(F)c(C2=NCCC2)c1, [Na+]. Yields the product Fc1ccc(F)c(C2CCCN2)c1. As a reaction SMILES: [BH4-:1].[CH3:16][CH2:17][OH:18].[F:3][c:4]1[c:5]([C:11]2=[N:15][CH2:14][CH2:13][CH2:12]2)[cH:6][c:7]([F:10])[cH:8][cH:9]1.[Na+:2]>>[F:3][c:4]1[c:5]([CH:11]2[CH2:12][CH2:13][CH2:14][NH:15]2)[cH:6][c:7]([F:10])[cH:8][cH:9]1.